From a dataset of the Open Reaction Database (ORD), a public repository of structured organic reaction records. describe an organic reaction: reactants, conditions, products, and yield Starting materials: C(C1=CC=CC=C1)OC=1N=NC(=CC1OCC1=CC=CC=C1)CC1=CC=C(C=C1)F (3,4-bis(benzyloxy)-6-[(4-fluorophenyl)methyl]pyridazine), C(C1=CC=CC=C1)OC=1N=NC(=CC1OCC1=CC=CC=C1)Cl (3,4-bis(benzyloxy)-6-chloropyridazine), [Cl-].CC=1C=C(C[Zn+])C=CC1 ((3-methylbenzyl)zinc(II) chloride), C(C1=CC=CC=C1)OC=1N=NC(=CC1OCC1=CC=CC=C1)CC1=CC=C(C=C1)F (3,4-bis(benzyloxy)-6-[(4-fluorophenyl)methyl]pyridazine), C(C1=CC=CC=C1)OC=1N=NC(=CC1OCC1=CC=CC=C1)Cl (3,4-bis(benzyloxy)-6-chloropyridazine). Product: C(C1=CC=CC=C1)OC=1N=NC(=CC1OCC1=CC=CC=C1)CC1=CC(=CC=C1)C (3,4-bis(Benzyloxy)-6-[(3-methylphenyl)methyl]pyridazine). Yield: 66.0%. Reaction SMILES: [CH2:1]([O:8][C:9]1[N:10]=[N:11][C:12]([CH2:23][C:24]2[CH:29]=[CH:28][C:27](F)=[CH:26][CH:25]=2)=[CH:13][C:14]=1[O:15][CH2:16][C:17]1[CH:22]=[CH:21][CH:20]=[CH:19][CH:18]=1)[C:2]1[CH:7]=[CH:6][CH:5]=[CH:4][CH:3]=1.[CH2:31](OC1N=NC(Cl)=CC=1OCC1C=CC=CC=1)C1C=CC=CC=1.[Cl-].CC1C=C(C=CC=1)C[Zn+]>>[CH2:1]([O:8][C:9]1[N:10]=[N:11][C:12]([CH2:23][C:24]2[CH:29]=[CH:28][CH:27]=[C:26]([CH3:31])[CH:25]=2)=[CH:13][C:14]=1[O:15][CH2:16][C:17]1[CH:22]=[CH:21][CH:20]=[CH:19][CH:18]=1)[C:2]1[CH:7]=[CH:6][CH:5]=[CH:4][CH:3]=1 |f:2.3|. Reported procedure: Prepared as described for 3,4-bis(benzyloxy)-6-[(4-fluorophenyl)methyl]pyridazine (Intermediate 51) from 3,4-bis(benzyloxy)-6-chloropyridazine (Intermediate 1) and (3-methylbenzyl)zinc(II) chloride in 66% yield. Starting materials: O (water), BrN1C(CCC1=O)=O (N-bromosuccinimide), FC1=C(N)C=CC=C1C(F)(F)F (2-fluoro-3-trifluoromethylaniline). Run in CN(C=O)C (N,N-dimethyl formamide), CN(C=O)C (dimethyl formamide). The product is BrC1=C(C(=C(N)C=C1)F)C(F)(F)F (4-bromo-2-fluoro-3-trifluoromethylaniline). The yield is 76.2%. As a reaction SMILES: [Br:1]N1C(=O)CCC1=O.[F:9][C:10]1[C:16]([C:17]([F:20])([F:19])[F:18])=[CH:15][CH:14]=[CH:13][C:11]=1[NH2:12].O>CN(C)C=O>[Br:1][C:15]1[CH:14]=[CH:13][C:11]([NH2:12])=[C:10]([F:9])[C:16]=1[C:17]([F:18])([F:19])[F:20]. Procedure: A solution of N-bromosuccinimide (24.9 g) in N,N-dimethyl formamide was added to a solution of 2-fluoro-3-trifluoromethylaniline (25 g) in dimethyl formamide. The mixture was stirred for four and a half hours. It was poured into water and the oil was separated. The aqueous layers was extracted with ether and the combined organic layers were washed with water, dried (MgSO4) and filtered. The filtrate was evaporated to dryness and the residue was distilled to give 4-bromo-2-fluoro-3-trifluoromethy... The reactants are CN1CCNCC1, CO, CN(C)C=O, O=Cc1[nH]c2c(c1CCC(=O)O)CCCC2, ClCCl, On1nnc2ccccc21. Product: CN1CCN(C(=O)CCc2c(C=O)[nH]c3c2CCCC3)CC1. RXN SMILES: [CH3:11][N:12]1[CH2:13][CH2:14][NH:15][CH2:16][CH2:17]1.[CH3:37][OH:38].[CH3:39][N:40]([CH3:41])[CH:42]=[O:43].[CH:18](=[O:19])[c:20]1[nH:21][c:22]2[c:27]([c:28]1[CH2:29][CH2:30][C:31](=[O:32])[OH:33])[CH2:26][CH2:25][CH2:24][CH2:23]2.[Cl:34][CH2:35][Cl:36].[OH:1][n:2]1[c:3]2[cH:4][cH:5][cH:6][cH:7][c:8]2[n:9][n:10]1>>[CH3:11][N:12]1[CH2:13][CH2:14][N:15]([C:31]([CH2:30][CH2:29][c:28]2[c:20]([CH:18]=[O:19])[nH:21][c:22]3[c:27]2[CH2:26][CH2:25][CH2:24][CH2:23]3)=[O:32])[CH2:16][CH2:17]1. The reactants are CCCCCC(COc1ccc(C(=O)OC)cc1)c1ccc2c(c1)C(C)(C)CC(C)(C)O2, CO, [Li+], [OH-], O, O. Product: CCCCCC(COc1ccc(C(=O)O)cc1)c1ccc2c(c1)C(C)(C)CC(C)(C)O2. RXN SMILES: [CH3:1][C:2]1([CH3:32])[O:3][c:4]2[cH:5][cH:6][c:7]([CH:14]([CH2:15][O:16][c:17]3[cH:18][cH:19][c:20]([C:21](=[O:22])[O:23][CH3:24])[cH:25][cH:26]3)[CH2:27][CH2:28][CH2:29][CH2:30][CH3:31])[cH:8][c:9]2[C:10]([CH3:12])([CH3:13])[CH2:11]1.[CH3:36][OH:37].[Li+:35].[OH-:34].[OH2:33].[OH2:38]>>[CH3:1][C:2]1([CH3:32])[O:3][c:4]2[cH:5][cH:6][c:7]([CH:14]([CH2:15][O:16][c:17]3[cH:18][cH:19][c:20]([C:21](=[O:22])[OH:23])[cH:25][cH:26]3)[CH2:27][CH2:28][CH2:29][CH2:30][CH3:31])[cH:8][c:9]2[C:10]([CH3:12])([CH3:13])[CH2:11]1.